From a dataset of the Open Reaction Database (ORD), a public repository of structured organic reaction records. describe an organic reaction: reactants, conditions, products, and yield The reactants are [NH4+].[Cl-] (NH4Cl), CCOC(=O)C (EtOAc), ice, FC1=CC(=C(C=C1)C1=C(C=NC=C1)N(C(C1=CC(=CC(=C1)C(F)(F)F)SCCOC)=O)C)OC (N-(4-(4-fluoro-2-methoxyphenyl)pyridin-3-yl)-3-(2-methoxyethylthio)-N-methyl-5-(trifluoromethyl)benzamide), OOS(=O)[O-].[K+] (Oxone). Solvent: CO (MeOH), O (water). Conditions: time 4.5 hour. Product: FC1=CC(=C(C=C1)C1=C(C=NC=C1)N(C(C1=CC(=CC(=C1)C(F)(F)F)S(=O)(=O)CCOC)=O)C)OC (N-[4-(4-Fluoro-2-methoxy-phenyl)-pyridin-3-yl]-3-(2-methoxy-ethanesulfonyl)-N-methyl-5-trifluoromethyl-benzamide). As a reaction SMILES: [F:1][C:2]1[CH:7]=[CH:6][C:5]([C:8]2[CH:13]=[CH:12][N:11]=[CH:10][C:9]=2[N:14]([CH3:32])[C:15](=[O:31])[C:16]2[CH:21]=[C:20]([C:22]([F:25])([F:24])[F:23])[CH:19]=[C:18](SCCOC)[CH:17]=2)=[C:4]([O:33][CH3:34])[CH:3]=1.O[O:36][S:37]([O-:39])=O.[K+].[NH4+].[Cl-].[CH3:43][CH2:44][O:45][C:46](C)=O>CO.O>[F:1][C:2]1[CH:7]=[CH:6][C:5]([C:8]2[CH:13]=[CH:12][N:11]=[CH:10][C:9]=2[N:14]([CH3:32])[C:15](=[O:31])[C:16]2[CH:21]=[C:20]([C:22]([F:23])([F:25])[F:24])[CH:19]=[C:18]([S:37]([CH2:43][CH2:44][O:45][CH3:46])(=[O:39])=[O:36])[CH:17]=2)=[C:4]([O:33][CH3:34])[CH:3]=1 |f:1.2,3.4|. Reported procedure: To an ice-cold solution of N-(4-(4-fluoro-2-methoxyphenyl)pyridin-3-yl)-3-(2-methoxyethylthio)-N-methyl-5-(trifluoromethyl)benzamide (0.032 g, 64.7 μmol) in MeOH (4 mL) and water (0.5 mL) was added Oxone® (99.5 mg, 162 μmol) and the reaction mixture was stirred at room temperature for 4.5 hours. The white suspension was poured on saturated aqueous NH4Cl solution and EtOAc. The two layers were separated. The aqueous layer was extracted twice with EtOAc. The organic layers were washed once with aq... The reactants are C1CCOC1, C[Si](C)(C)[N-][Si](C)(C)C, Nc1ccc(I)cc1F, O=[N+]([O-])c1ccc(F)c(F)c1F, [Li+]. Product: O=[N+]([O-])c1ccc(F)c(F)c1Nc1ccc(I)cc1F. As a reaction SMILES: [CH2:32]1[O:33][CH2:34][CH2:35][CH2:36]1.[CH3:11][Si:12]([N-:13][Si:14]([CH3:15])([CH3:16])[CH3:17])([CH3:18])[CH3:19].[F:1][c:2]1[c:3]([NH2:4])[cH:5][cH:6][c:7]([I:9])[cH:8]1.[F:20][c:21]1[c:22]([N+:29](=[O:30])[O-:31])[cH:23][cH:24][c:25]([F:28])[c:26]1[F:27].[Li+:10]>>[F:1][c:2]1[c:3]([NH:4][c:21]2[c:22]([N+:29](=[O:30])[O-:31])[cH:23][cH:24][c:25]([F:28])[c:26]2[F:27])[cH:5][cH:6][c:7]([I:9])[cH:8]1. Reactants: Cl.FC=1C=C(CN2N=CC(=C2)C2=CN(C3=NC=C(C=C32)C3=CC=C(C=C3)C3CCNCC3)S(=O)(=O)C3=CC=C(C)C=C3)C=CC1 (3-(1-(3-fluorobenzyl)-1H-pyrazol-4-yl)-5-(4-(piperidin-4-yl)phenyl)-1-tosyl-1H-pyrrolo[2,3-b]pyridine hydrochloride), ClC=1C=C(CN2N=CC(=C2)C2=CN(C3=NC=C(C=C32)C=3C=CC(=NC3)N3CCN(CC3)C[C@H](C)O)S(=O)(=O)C3=CC=C(C)C=C3)C=CC1 ((S)-1-(4-(5-(3-(1-(3-chlorobenzyl)-1H-pyrazol-4-yl)-1-tosyl-1H-pyrrolo[2,3-b]pyridin-5-yl)pyridin-2-yl)piperazin-1-yl) propan-2-ol), [OH-].[Li+] (lithium hydroxide). Solvent: C1CCOC1.CO.O (THF methanol water). Yields the product ClC=1C=C(CN2N=CC(=C2)C2=CNC3=NC=C(C=C32)C=3C=CC(=NC3)N3CCN(CC3)C[C@H](C)O)C=CC1 ((S)-1-(4-(5-(3-(1-(3-chlorobenzyl)-1H-pyrazol-4-yl)-1H-pyrrolo[2,3-b]pyridin-5-yl)pyridin-2-yl)piperazin-1-yl)propan-2-ol). Isolated yield 26.0%. As a reaction SMILES: Cl.FC1C=C(C=CC=1)CN1C=C(C2C3C(=NC=C(C4C=CC(C5CCNCC5)=CC=4)C=3)N(S(C3C=CC(C)=CC=3)(=O)=O)C=2)C=N1.[Cl:46][C:47]1[CH:48]=[C:49]([CH:91]=[CH:92][CH:93]=1)[CH2:50][N:51]1[CH:55]=[C:54]([C:56]2[C:64]3[C:59](=[N:60][CH:61]=[C:62]([C:65]4[CH:66]=[CH:67][C:68]([N:71]5[CH2:76][CH2:75][N:74]([CH2:77][C@@H:78]([OH:80])[CH3:79])[CH2:73][CH2:72]5)=[N:69][CH:70]=4)[CH:63]=3)[N:58](S(C3C=CC(C)=CC=3)(=O)=O)[CH:57]=2)[CH:53]=[N:52]1.[OH-].[Li+]>C1COCC1.CO.O>[Cl:46][C:47]1[CH:48]=[C:49]([CH:91]=[CH:92][CH:93]=1)[CH2:50][N:51]1[CH:55]=[C:54]([C:56]2[C:64]3[C:59](=[N:60][CH:61]=[C:62]([C:65]4[CH:66]=[CH:67][C:68]([N:71]5[CH2:72][CH2:73][N:74]([CH2:77][C@@H:78]([OH:80])[CH3:79])[CH2:75][CH2:76]5)=[N:69][CH:70]=4)[CH:63]=3)[NH:58][CH:57]=2)[CH:53]=[N:52]1 |f:0.1,3.4,5.6.7|. Procedure details: Using similar reaction conditions as described in step-iii of example-1, (S)-1-(4-(5-(3-(1-(3-chlorobenzyl)-1H-pyrazol-4-yl)-1-tosyl-1H-pyrrolo[2,3-b]pyridin-5-yl)pyridin-2-yl)piperazin-1-yl) propan-2-ol (124 mg, 0.181 mmol) was hydrolyzed with lithium hydroxide (38 mg, 0.908 mmol) in THF/methanol/water (2/2/1 mL) to yield 30 mg (26.0% yield). 1H NMR (CD3OD, 300 MHz): δ 8.54-8.53 (d, 1H), 8.45-8.41 (d, 1H), 8.41-8.40 (d, 1H), 8.21 (s, 1H), 8.07-8.03 (dd, 1H), 7.957-7.955 (d, 1H), 7.68 (s, 1H), 7... The reactants are ClC=1C=C(C(=O)NC=2C=NC(=CC2)OC2=CC=C(C=C2)CCCCCO)C=CC1Cl (3,4-dichloro-N-{6-[4-(5-hydroxypentyl)-phenoxy]pyridin-3-yl}benzamide), S(=O)(Cl)Cl (thionyl chloride). Run at time 20 minute. The product is Cl.ClC=1C=C(C(=O)NC=2C=NC(=CC2)OC2=CC=C(C=C2)CCCCCCl)C=CC1Cl (3,4-dichloro-N-{6-[4-(5-chloropentyl)-phenoxy]pyridin-3-yl}benzamide hydrochloride). Reaction SMILES: [Cl:1][C:2]1[CH:3]=[C:4]([CH:27]=[CH:28][C:29]=1[Cl:30])[C:5]([NH:7][C:8]1[CH:9]=[N:10][C:11]([O:14][C:15]2[CH:20]=[CH:19][C:18]([CH2:21][CH2:22][CH2:23][CH2:24][CH2:25]O)=[CH:17][CH:16]=2)=[CH:12][CH:13]=1)=[O:6].S(Cl)([Cl:33])=O>>[ClH:1].[Cl:1][C:2]1[CH:3]=[C:4]([CH:27]=[CH:28][C:29]=1[Cl:30])[C:5]([NH:7][C:8]1[CH:9]=[N:10][C:11]([O:14][C:15]2[CH:16]=[CH:17][C:18]([CH2:21][CH2:22][CH2:23][CH2:24][CH2:25][Cl:33])=[CH:19][CH:20]=2)=[CH:12][CH:13]=1)=[O:6] |f:2.3|. Procedure details: To 3,4-dichloro-N-{6-[4-(5-hydroxypentyl)-phenoxy]pyridin-3-yl}benzamide (6.83 g, 15.34 mmol) was added thionyl chloride (35 mL). The resulting solution was stirred for 20 minutes at room temperature, followed by stirring for 1 hour at 50° C. Excess thionyl chloride was evaporated, after which to the resulting residue was added ethyl acetate (100 mL). The obtained white powder was filtered, and washed with ethyl acetate, to thereby yield 6.98 g of the title compound. The reactants are C(Br)(Br)(Br)Br (carbon tetrabromide), CC(CCCCCCCCCCCCC)O (2-Pentadecanol), C1(=CC=CC=C1)P(C1=CC=CC=C1)C1=CC=CC=C1 (Triphenylphosphine). Run in ClCCl (dichloromethane). Conditions: temperature 0 celsius. The product is BrC(C)CCCCCCCCCCCCC (2-Bromopentadecane). Reaction SMILES: [CH3:1][CH:2](O)[CH2:3][CH2:4][CH2:5][CH2:6][CH2:7][CH2:8][CH2:9][CH2:10][CH2:11][CH2:12][CH2:13][CH2:14][CH3:15].C(Br)(Br)(Br)[Br:18].C1(P(C2C=CC=CC=2)C2C=CC=CC=2)C=CC=CC=1>ClCCl>[Br:18][CH:2]([CH2:3][CH2:4][CH2:5][CH2:6][CH2:7][CH2:8][CH2:9][CH2:10][CH2:11][CH2:12][CH2:13][CH2:14][CH3:15])[CH3:1]. Procedure details: 2-Pentadecanol of Example 5 (180 g) and dichloromethane (2500 ml) were added to a 5-litre three-necked flask. The mixture was cooled to 0° C., and carbon tetrabromide (313.6 g) was added and stirred until it dissolved. Triphenylphosphine (351.4 g) was then added dropwise. The resulting mixture was allowed to warm to ambient temperature and left stirring for two days. The reaction mixture was then filtered, and the solvent removed on a rotary evaporator at 56° C. The resulting solid was re-dissol... Reactants: CCO, CC(=O)Oc1ccccc1C(=O)NC(SC(C)C)C(Cl)(Cl)Cl, Cl. The product is CC(C)SC(NC(=O)c1ccccc1O)C(Cl)(Cl)Cl. Reaction SMILES: [CH3:24][CH2:25][OH:26].[CH:1]([CH3:2])([CH3:3])[S:4][CH:5]([C:6]([Cl:7])([Cl:8])[Cl:9])[NH:10][C:11]([c:12]1[c:13]([O:18][C:19](=[O:20])[CH3:21])[cH:14][cH:15][cH:16][cH:17]1)=[O:22].[ClH:23]>>[CH:1]([CH3:2])([CH3:3])[S:4][CH:5]([C:6]([Cl:7])([Cl:8])[Cl:9])[NH:10][C:11]([c:12]1[c:13]([OH:18])[cH:14][cH:15][cH:16][cH:17]1)=[O:22].